Dataset: the Open Reaction Database (ORD), a public repository of structured organic reaction records. Task: describe an organic reaction: reactants, conditions, products, and yield Starting materials: N(=[N+]=[N-])[Si](C)(C)C (Azidotrimethylsilane), BrC=1C=C2C(=NC1)OC1=CC=C(C=C1C2(O)CC(=O)OCC)I (ethyl 2-(3-bromo-5-hydroxy-7-iodo-5H-chromeno[2,3-b]pyridin-5-yl)acetate), (diethyloxonio) trifluoroborate. The solvent is C1(=CC=CC=C1)C (toluene). Conditions: temperature 0 celsius, time 30 minute. Product: N(=[N+]=[N-])C1(C2=CC(=CC=C2OC2=NC=C(C=C21)Br)I)CC(=O)OCC (ethyl 2-(5-azido-3-bromo-7-iodo-5H-chromeno[2,3-b]pyridin-5-yl)acetate). Reaction SMILES: [N:1]([Si](C)(C)C)=[N+:2]=[N-:3].[Br:8][C:9]1[CH:10]=[C:11]2[C:22]([CH2:24][C:25]([O:27][CH2:28][CH3:29])=[O:26])(O)[C:21]3[C:16](=[CH:17][CH:18]=[C:19]([I:30])[CH:20]=3)[O:15][C:12]2=[N:13][CH:14]=1>C1(C)C=CC=CC=1>[N:1]([C:22]1([CH2:24][C:25]([O:27][CH2:28][CH3:29])=[O:26])[C:11]2[C:12](=[N:13][CH:14]=[C:9]([Br:8])[CH:10]=2)[O:15][C:16]2[C:21]1=[CH:20][C:19]([I:30])=[CH:18][CH:17]=2)=[N+:2]=[N-:3]. Reported procedure: Azidotrimethylsilane (1.102 ml, 8.32 mmol) was added to a suspension of ethyl 2-(3-bromo-5-hydroxy-7-iodo-5H-chromeno[2,3-b]pyridin-5-yl)acetate (2.33 g, 4.75 mmol) in toluene (31.7 ml). The reaction mixture was cooled to 0° C. and (diethyloxonio) trifluoroborate (0.753 ml, 5.94 mmol) was added slowly. The reaction mixture was allowed to warm to RT. After 30 min, the reaction mixture was quenched with MeOH (5 mL) followed by aqueous, saturated NaHCO3 solution (10 mL). The reaction mixture was ex... Conditions: temperature 85 celsius. Procedure details: To a degassed solution of (6-chloro-4-methyl-pyridin-2-yl)-(2-methyl-allyl)-(4-trifluoromethyl-phenyl)-amine (340 mg, 1.0 mmol), 4-trifluoromethylbenzeneboronic acid (230 mg, 1.2 mmol), 2N Na2CO3 (1.5 mL) in DME (10 mL) was added tetrakis(triphenylphosphine)palladium (120 mg, 0.1 mmol) under argon. The mixture was heated to 85° C. for 4 h, cooled to room temperature, diluted with water, and extracted with methylene chloride (3×). The organic solution was washed with brine, dried over Na2SO4, and... Reagents/catalysts: C=1C=CC(=CC1)[P](C=2C=CC=CC2)(C=3C=CC=CC3)[Pd]([P](C=4C=CC=CC4)(C=5C=CC=CC5)C=6C=CC=CC6)([P](C=7C=CC=CC7)(C=8C=CC=CC8)C=9C=CC=CC9)[P](C=1C=CC=CC1)(C=1C=CC=CC1)C=1C=CC=CC1 (tetrakis(triphenylphosphine)palladium). Reactants: ClC1=CC(=CC(=N1)N(C1=CC=C(C=C1)C(F)(F)F)CC(=C)C)C ((6-chloro-4-methyl-pyridin-2-yl)-(2-methyl-allyl)-(4-trifluoromethyl-phenyl)-amine), FC(C1=CC=C(C=C1)B(O)O)(F)F (4-trifluoromethylbenzeneboronic acid), C(=O)([O-])[O-].[Na+].[Na+] (Na2CO3). The yield is 59.9%. The product is CC(CN(C1=CC=C(C=C1)C(F)(F)F)C1=NC(=CC(=C1)C)C1=CC=C(C=C1)C(F)(F)F)=C ((2-Methyl-allyl)-[4-methyl-6-(4-trifluoromethyl-phenyl)-pyridin-2-yl]-(4-trifluoromethyl-phenyl)-amine). Run in COCCOC (DME), O (water). As a reaction SMILES: Cl[C:2]1[N:7]=[C:6]([N:8]([CH2:19][C:20]([CH3:22])=[CH2:21])[C:9]2[CH:14]=[CH:13][C:12]([C:15]([F:18])([F:17])[F:16])=[CH:11][CH:10]=2)[CH:5]=[C:4]([CH3:23])[CH:3]=1.[F:24][C:25]([F:36])([F:35])[C:26]1[CH:31]=[CH:30][C:29](B(O)O)=[CH:28][CH:27]=1.C([O-])([O-])=O.[Na+].[Na+]>COCCOC.O.C1C=CC([P]([Pd]([P](C2C=CC=CC=2)(C2C=CC=CC=2)C2C=CC=CC=2)([P](C2C=CC=CC=2)(C2C=CC=CC=2)C2C=CC=CC=2)[P](C2C=CC=CC=2)(C2C=CC=CC=2)C2C=CC=CC=2)(C2C=CC=CC=2)C2C=CC=CC=2)=CC=1>[CH3:22][C:20](=[CH2:21])[CH2:19][N:8]([C:6]1[CH:5]=[C:4]([CH3:23])[CH:3]=[C:2]([C:29]2[CH:30]=[CH:31][C:26]([C:25]([F:36])([F:35])[F:24])=[CH:27][CH:28]=2)[N:7]=1)[C:9]1[CH:14]=[CH:13][C:12]([C:15]([F:18])([F:17])[F:16])=[CH:11][CH:10]=1 |f:2.3.4,^1:53,55,74,93|. Product: CCC=CN(C(C)C)C(C)C. Reactants: CCCC=O, CC(C)NC(C)C, c1ccccc1. As a reaction SMILES: [CH:1]([CH2:2][CH2:3][CH3:4])=[O:5].[CH:6]([CH3:7])([CH3:8])[NH:9][CH:10]([CH3:11])[CH3:12].[cH:13]1[cH:14][cH:15][cH:16][cH:17][cH:18]1>>[CH:1](=[CH:2][CH2:3][CH3:4])[N:9]([CH:6]([CH3:7])[CH3:8])[CH:10]([CH3:11])[CH3:12]. Starting materials: C1(=CC=CC=C1)S(=O)C1=CC=CC=C1 (diphenylsulfoxide), C1(=CC=CC=C1)C (toluene), FC(C(=O)OC(C(F)(F)F)=O)(F)F (trifluoroacetic anhydride), FC(C(C(C(F)(F)F)(F)F)(F)F)(S(=O)(=O)O)F (perfluorobutanesulfonic acid). Run at temperature 2 celsius, time 60 minute. Yields the product 12.0, FC(C(C(C(F)(F)F)(F)F)(F)F)(S(=O)(=O)[O-])F.CC1=CC=C(C=C1)[S+](C1=CC=CC=C1)C1=CC=CC=C1 (4-methylphenyldiphenylsulfonium perfluorobutanesulfonate). Reaction SMILES: [C:1]1([S:7]([C:9]2[CH:14]=[CH:13][CH:12]=[CH:11][CH:10]=2)=O)[CH:6]=[CH:5][CH:4]=[CH:3][CH:2]=1.FC(F)(F)C(OC(=O)C(F)(F)F)=O.[F:28][C:29]([F:44])([S:40]([OH:43])(=[O:42])=[O:41])[C:30]([F:39])([F:38])[C:31]([F:37])([F:36])[C:32]([F:35])([F:34])[F:33].[C:45]1([CH3:51])[CH:50]=[CH:49][CH:48]=[CH:47][CH:46]=1>>[F:44][C:29]([F:28])([S:40]([O-:43])(=[O:42])=[O:41])[C:30]([F:38])([F:39])[C:31]([F:37])([F:36])[C:32]([F:35])([F:34])[F:33].[CH3:51][C:45]1[CH:50]=[CH:49][C:48]([S+:7]([C:9]2[CH:10]=[CH:11][CH:12]=[CH:13][CH:14]=2)[C:1]2[CH:6]=[CH:5][CH:4]=[CH:3][CH:2]=2)=[CH:47][CH:46]=1 |f:4.5|. Reported procedure: Into a four-necked flask were charged 5.06 parts of diphenylsulfoxide and 50.6 parts of toluene, and the mixture was cooled to 2° C. Then, 10.5 parts of trifluoroacetic anhydride and 7.50 parts of perfluorobutanesulfonic acid were added and the mixture was stirred at the same temperature for 60 minutes. After standing, the lower layer was concentrated and diluted with 100 parts of chloroform. The obtained chloroform solution was washed 11 times with 50 parts of ion-exchange water and concentrate... Product: Cn1nc2c(-c3ccc(Cl)cc3Cl)cccc2c1C#N. Reactants: C1CCOC1, CC(C)O, Cn1nc2c(-c3ccc(Cl)cc3Cl)cccc2c1CO, [Mg+2], N, O=S(=O)([O-])[O-], O=[Mn]=O. As a reaction SMILES: [CH2:32]1[O:33][CH2:34][CH2:35][CH2:36]1.[CH:22]([OH:23])([CH3:24])[CH3:25].[Cl:1][c:2]1[c:3](-[c:9]2[cH:10][cH:11][cH:12][c:13]3[c:14]([CH2:19][OH:20])[n:15]([CH3:18])[n:16][c:17]23)[cH:4][cH:5][c:6]([Cl:8])[cH:7]1.[Mg+2:26].[NH3:21].[O-:27][S:28]([O-:29])(=[O:30])=[O:31].[O:37]=[Mn:38]=[O:39]>>[Cl:1][c:2]1[c:3](-[c:9]2[cH:10][cH:11][cH:12][c:13]3[c:14]([C:19]#[N:21])[n:15]([CH3:18])[n:16][c:17]23)[cH:4][cH:5][c:6]([Cl:8])[cH:7]1.